From a dataset of the Open Reaction Database (ORD), a public repository of structured organic reaction records. describe an organic reaction: reactants, conditions, products, and yield The reactants are C(C)N1N=CC(=C1O)C(C1=C(C(=C(C=C1)S(=O)(=O)C)N1CC(OC(C1)CC)O)Cl)=O (1-ethyl-4-(2-chloro-3-(6-ethyl-2-hydroxymorpholin-4-yl)-4-methylsulfonylbenzoyl)-5-hydroxypyrazole), C(C)[SiH](CC)CC (triethylsilane). Run in FC(C(=O)O)(F)F (trifluoroacetic acid). Reaction conditions: time 2 hour. The product is C(C)N1N=CC(=C1O)C(C1=C(C(=C(C=C1)S(=O)(=O)C)N1CC(OCC1)CC)Cl)=O (1-Ethyl-4-(2-chloro-3-(2-ethylmorpholin-4-yl)-4-methylsulfonylbenzoyl)-5-hydroxypyrazole). Reaction SMILES: [CH2:1]([N:3]1[C:7]([OH:8])=[C:6]([C:9](=[O:30])[C:10]2[CH:15]=[CH:14][C:13]([S:16]([CH3:19])(=[O:18])=[O:17])=[C:12]([N:20]3[CH2:25][CH:24]([CH2:26][CH3:27])[O:23][CH:22](O)[CH2:21]3)[C:11]=2[Cl:29])[CH:5]=[N:4]1)[CH3:2].C([SiH](CC)CC)C>FC(F)(F)C(O)=O>[CH2:1]([N:3]1[C:7]([OH:8])=[C:6]([C:9](=[O:30])[C:10]2[CH:15]=[CH:14][C:13]([S:16]([CH3:19])(=[O:18])=[O:17])=[C:12]([N:20]3[CH2:21][CH2:22][O:23][CH:24]([CH2:26][CH3:27])[CH2:25]3)[C:11]=2[Cl:29])[CH:5]=[N:4]1)[CH3:2]. Reported procedure: A solution of 500 mg (1.09 mmol) of 1-ethyl-4-(2-chloro-3-(6-ethyl-2-hydroxymorpholin-4-yl)-4-methylsulfonylbenzoyl)-5-hydroxypyrazole in 3 mL of trifluoroacetic acid was treated with 1 mL of triethylsilane at ambient temperature and stirred vigorously for 2 hours. The solvent was removed by evaporation under reduced pressure and the orange residue obtained was partitioned between dichloromethane and water. The organic solution was dried over sodium sulfate and concentrated by evaporation under ... The reactants are NC=1SC(=CN1)I (2-Amino-5-iodothiazole), C(=O)(Cl)Cl (phosgene). Solvent: C(C)(=O)OCC (ethyl acetate). Run at time 3 hour. Product: IC1=CN=C(S1)N=C=O (5-Iodothiazol-2-yl Isocyanate). RXN SMILES: [NH2:1][C:2]1[S:3][C:4]([I:7])=[CH:5][N:6]=1.[C:8](Cl)(Cl)=[O:9]>C(OCC)(=O)C>[I:7][C:4]1[S:3][C:2]([N:1]=[C:8]=[O:9])=[N:6][CH:5]=1. Reported procedure: 2-Amino-5-iodothiazole (19.0 grams) and a saturated solution of phosgene in ethyl acetate (200 ml) are charged into a glass reaction vessel equipped with a mechanical stirrer, thermometer and reflux condenser. The reaction mixture is heated at reflux with stirring for a period of about 3 hours. After this time the reaction mixture is cooled and filtered to recover the desired product 5-iodothiazol-2-yl isocyanate dimer.